Dataset: the Open Reaction Database (ORD), a public repository of structured organic reaction records. Task: describe an organic reaction: reactants, conditions, products, and yield Reactants: CC(=O)O[BH-](OC(C)=O)OC(C)=O, CC(=O)O, ClCCl, O=C(c1ccc(Cl)cc1)N1CC(=O)N(CC2CCNCC2)c2ccccc2C1, O=C(O)C(F)(F)F, [Na+]. Product: CN1CCC(CN2C(=O)CN(C(=O)c3ccc(Cl)cc3)Cc3ccccc32)CC1, O=C(O)C(F)(F)F. As a reaction SMILES: [C:40]([O:41][BH-:42]([O:43][C:44](=[O:45])[CH3:46])[O:47][C:48](=[O:49])[CH3:50])(=[O:51])[CH3:52].[CH3:36][C:37](=[O:38])[OH:39].[Cl:54][CH2:55][Cl:56].[Cl:8][c:9]1[cH:10][cH:11][c:12]([C:13](=[O:14])[N:15]2[CH2:16][C:17](=[O:33])[N:18]([CH2:26][CH:27]3[CH2:28][CH2:29][NH:30][CH2:31][CH2:32]3)[c:19]3[c:20]([cH:22][cH:23][cH:24][cH:25]3)[CH2:21]2)[cH:34][cH:35]1.[F:1][C:2]([C:3](=[O:4])[OH:5])([F:6])[F:7].[Na+:53]>>[Cl:8][c:9]1[cH:10][cH:11][c:12]([C:13](=[O:14])[N:15]2[CH2:16][C:17](=[O:33])[N:18]([CH2:26][CH:27]3[CH2:28][CH2:29][N:30]([CH3:36])[CH2:31][CH2:32]3)[c:19]3[c:20]([cH:22][cH:23][cH:24][cH:25]3)[CH2:21]2)[cH:34][cH:35]1.[F:1][C:2]([C:3](=[O:4])[OH:5])([F:6])[F:7]. The solvent is C1CCOC1 (THF). Starting materials: NCCCCCCN1CCC(CC1)C=1C=C(C=CC1)NC(C(C)C)=O (N-{3-[1-(6-aminohexyl)-4-piperidinyl]phenyl}-2-methylpropanamide), C1(=CC=CC=C1)C(C(=O)Cl)C1=CC=CC=C1 (diphenylacetyl chloride). Procedure: Prepared by Procedure Q1 (THF) and Scheme AT using N-{3-[1-(6-aminohexyl)-4-piperidinyl]phenyl}-2-methylpropanamide and diphenylacetyl chloride: ESMS m/e: 540.3 (M+H)+. Reaction SMILES: [NH2:1][CH2:2][CH2:3][CH2:4][CH2:5][CH2:6][CH2:7][N:8]1[CH2:13][CH2:12][CH:11]([C:14]2[CH:15]=[C:16]([NH:20][C:21](=[O:25])[CH:22]([CH3:24])[CH3:23])[CH:17]=[CH:18][CH:19]=2)[CH2:10][CH2:9]1.[C:26]1([CH:32]([C:36]2[CH:41]=[CH:40][CH:39]=[CH:38][CH:37]=2)[C:33](Cl)=[O:34])[CH:31]=[CH:30][CH:29]=[CH:28][CH:27]=1>C1COCC1>[C:36]1([CH:32]([C:26]2[CH:27]=[CH:28][CH:29]=[CH:30][CH:31]=2)[C:33]([NH:1][CH2:2][CH2:3][CH2:4][CH2:5][CH2:6][CH2:7][N:8]2[CH2:13][CH2:12][CH:11]([C:14]3[CH:15]=[C:16]([NH:20][C:21](=[O:25])[CH:22]([CH3:23])[CH3:24])[CH:17]=[CH:18][CH:19]=3)[CH2:10][CH2:9]2)=[O:34])[CH:37]=[CH:38][CH:39]=[CH:40][CH:41]=1. Product: C1(=CC=CC=C1)C(C(=O)NCCCCCCN1CCC(CC1)C=1C=C(C=CC1)NC(C(C)C)=O)C1=CC=CC=C1 (N-[3-(1-{6-[(DIPHENYLACETYL)AMINO]HEXYL}-4-PIPERIDINYL)PHENYL]-2-METHYLPROPANAMIDE).